This data is from the Open Reaction Database (ORD), a public repository of structured organic reaction records. The task is: describe an organic reaction: reactants, conditions, products, and yield The reactants are C(\C=C\C)=O (crotonaldehyde), C1(CC(CCC1)=O)=O (1,3-cyclohexanedione). The solvent is N1=CC=CC=C1 (pyridine), N1=CC=CC=C1 (pyridine). Yields the product CC1OC2=C(C=C1)C(CCC2)=O (2-methyl-5,6,7,8-tetrahydro-2H-1-benzopyran-5-one). Isolated yield 33.0%. As a reaction SMILES: [CH:1](=O)/[CH:2]=[CH:3]/[CH3:4].[C:6]1(=[O:13])[CH2:11][CH2:10][CH2:9][C:8](=[O:12])[CH2:7]1>N1C=CC=CC=1>[CH3:4][CH:3]1[CH:2]=[CH:1][C:7]2[C:6](=[O:13])[CH2:11][CH2:10][CH2:9][C:8]=2[O:12]1. Procedure details: A solution of crotonaldehyde (72.74 g, 1.04 mol) in 500 mL of pyridine was added to 1,3-cyclohexanedione (100 g, 0.892 mol) in 500 mL of pyridine and the mixture was heated to reflux under a nitrogen atmosphere for 1 hour. The mixture was cooled to room temperature and then filtered through magnesium sulfate (328 g). The filtrate was concentrated to dryness and the residue was partitioned between water and diethyl ether. The aqueous phase was extracted with diethyl ether and the combined diethyl... Starting materials: CO, CC(C)N=C=O, Cc1cc(N2CCNCC2)cc2[nH]c(-c3c(NC(CO)Cc4ccccc4)cc[nH]c3=O)nc12. Product: Cc1cc(N2CCN(C(=O)NC(C)C)CC2)cc2[nH]c(-c3c(NC(CO)Cc4ccccc4)cc[nH]c3=O)nc12. Reaction SMILES: [CH3:41][OH:42].[CH:35]([CH3:36])([CH3:37])[N:38]=[C:39]=[O:40].[OH:1][CH2:2][CH:3]([CH2:4][c:5]1[cH:6][cH:7][cH:8][cH:9][cH:10]1)[NH:11][c:12]1[c:13](-[c:19]2[n:20][c:21]3[c:22]([nH:23]2)[cH:24][c:25]([N:29]2[CH2:30][CH2:31][NH:32][CH2:33][CH2:34]2)[cH:26][c:27]3[CH3:28])[c:14](=[O:18])[nH:15][cH:16][cH:17]1>>[OH:1][CH2:2][CH:3]([CH2:4][c:5]1[cH:6][cH:7][cH:8][cH:9][cH:10]1)[NH:11][c:12]1[c:13](-[c:19]2[n:20][c:21]3[c:22]([nH:23]2)[cH:24][c:25]([N:29]2[CH2:30][CH2:31][N:32]([C:39]([NH:38][CH:35]([CH3:36])[CH3:37])=[O:40])[CH2:33][CH2:34]2)[cH:26][c:27]3[CH3:28])[c:14](=[O:18])[nH:15][cH:16][cH:17]1. The reactants are ClCCl, CC(C)[Si](Oc1cccc2c1CN(C(=O)OC(C)(C)C)C(C1OC(=O)NC1Cc1cc(F)cc(F)c1)C2)(C(C)C)C(C)C, O=C(O)C(F)(F)F. Yields the product CC(C)[Si](Oc1cccc2c1CNC(C1OC(=O)NC1Cc1cc(F)cc(F)c1)C2)(C(C)C)C(C)C. Reaction SMILES: [Cl:51][CH2:52][Cl:53].[F:1][c:2]1[cH:3][c:4]([CH2:5][CH:6]2[NH:7][C:8](=[O:39])[O:9][CH:10]2[CH:11]2[N:12]([C:32]([O:33][C:34]([CH3:35])([CH3:36])[CH3:37])=[O:38])[CH2:13][c:14]3[c:15]([O:21][Si:22]([CH:23]([CH3:24])[CH3:25])([CH:26]([CH3:27])[CH3:28])[CH:29]([CH3:30])[CH3:31])[cH:16][cH:17][cH:18][c:19]3[CH2:20]2)[cH:40][c:41]([F:43])[cH:42]1.[F:44][C:45]([F:46])([F:47])[C:48]([OH:49])=[O:50]>>[F:1][c:2]1[cH:3][c:4]([CH2:5][CH:6]2[NH:7][C:8](=[O:39])[O:9][CH:10]2[CH:11]2[NH:12][CH2:13][c:14]3[c:15]([O:21][Si:22]([CH:23]([CH3:24])[CH3:25])([CH:26]([CH3:27])[CH3:28])[CH:29]([CH3:30])[CH3:31])[cH:16][cH:17][cH:18][c:19]3[CH2:20]2)[cH:40][c:41]([F:43])[cH:42]1. Solvent: ClC(C)Cl (dichloroethane), CC1=CC=C(CN)C=C1 (4-methylbenzylamine). Yields the product FC1=CC2=C(C(=NO2)C=2C=C(OC[C@@H](CNCC3=CC=C(C=C3)C)O)C=CC2)C=C1 ((R)-1-[3-(6-fluoro-benzo[d]isoxazol-3-yl)-phenoxy]-3-(4-methyl-benzylamino)-propan-2-ol). Reported procedure: The title compound is prepared from a mixture of (R)-6-fluoro-3-(3-oxiranylmethoxy-phenyl)-benzo[d]isoxazole in dichloroethane, 4-methylbenzylamine, and ethanol, essentially as described above in Example 57. Purity by LC/MS=89%, [M+H]+=407. Starting materials: FC1=CC2=C(C(=NO2)C2=CC(=CC=C2)OC[C@@H]2OC2)C=C1 ((R)-6-fluoro-3-(3-oxiranylmethoxy-phenyl)-benzo[d]isoxazole), C(C)O (ethanol). Reaction SMILES: [F:1][C:2]1[CH:21]=[CH:20][C:5]2[C:6]([C:9]3[CH:14]=[CH:13][CH:12]=[C:11]([O:15][CH2:16][C@H:17]4[CH2:19][O:18]4)[CH:10]=3)=[N:7][O:8][C:4]=2[CH:3]=1.[CH2:22](O)[CH3:23]>ClC(Cl)C.CC1C=CC(CN)=CC=1>[F:1][C:2]1[CH:21]=[CH:20][C:5]2[C:6]([C:9]3[CH:10]=[C:11]([CH:12]=[CH:13][CH:14]=3)[O:15][CH2:16][C@H:17]([OH:18])[CH2:19][NH:7][CH2:6][C:5]3[CH:20]=[CH:21][C:22]([CH3:23])=[CH:3][CH:4]=3)=[N:7][O:8][C:4]=2[CH:3]=1.